This data is from the Open Reaction Database (ORD), a public repository of structured organic reaction records. The task is: describe an organic reaction: reactants, conditions, products, and yield Starting materials: C(C1=CC=CC=C1)O[C@@H]1[C@H]2C[C@@H]([C@@H](C1)C2)O ((1R,2S,4R,5S)-5-(benzyloxy)bicyclo[2.2.1]heptan-2-ol), C(C)(C)(C)[Si](C1=CC=CC=C1)(C1=CC=CC=C1)Cl (tert-butylchlorodiphenylsilane), N1C=NC=C1 (imidazole). The solvent is CN(C)C=O (DMF). Run at time 8 hour. The product is C(C1=CC=CC=C1)O[C@@H]1[C@H]2C[C@@H]([C@@H](C1)C2)O[Si](C2=CC=CC=C2)(C2=CC=CC=C2)C(C)(C)C (((1R,2S,4R,5S)-5-(Benzyloxy)bicyclo[2.2.1]heptan-2-yloxy)(tert-butyl)diphenylsilane). Reaction SMILES: [CH2:1]([O:8][C@H:9]1[CH2:14][C@H:13]2[CH2:15][C@@H:10]1[CH2:11][C@@H:12]2[OH:16])[C:2]1[CH:7]=[CH:6][CH:5]=[CH:4][CH:3]=1.[C:17]([Si:21](Cl)([C:28]1[CH:33]=[CH:32][CH:31]=[CH:30][CH:29]=1)[C:22]1[CH:27]=[CH:26][CH:25]=[CH:24][CH:23]=1)([CH3:20])([CH3:19])[CH3:18].N1C=CN=C1>CN(C=O)C>[CH2:1]([O:8][C@H:9]1[CH2:14][C@H:13]2[CH2:15][C@@H:10]1[CH2:11][C@@H:12]2[O:16][Si:21]([C:17]([CH3:20])([CH3:19])[CH3:18])([C:28]1[CH:29]=[CH:30][CH:31]=[CH:32][CH:33]=1)[C:22]1[CH:27]=[CH:26][CH:25]=[CH:24][CH:23]=1)[C:2]1[CH:3]=[CH:4][CH:5]=[CH:6][CH:7]=1. Procedure details: To a solution of (1R,2S,4R,5S)-5-(benzyloxy)bicyclo[2.2.1]heptan-2-ol (4.20 g, 19.2 mmol) in DMF (10 mL) was added tert-butylchlorodiphenylsilane (6.00 mL, 23.1 mmol) and imidazole (3.27 g, 48.1 mmol). The resulting mixture was stirred at ambient temp. overnight. The mixture was partitioned between diethyl ether and water. The organic portion was separated, washed with brine, and concentrated in vacuo. The residue was purified by flash column chromatography (0 to 5% of EtOAc in hexanes) to give ... Reactants: C(C)OC1=C(C=CC=C1)O (2-ethoxyphenol), OC(CCCCN1CCC(CC1)C=1C=C(C=CC1)NC(C(C)C)=O)C1=CC=CC=C1 (N-(3-[1-(5-hydroxy-5-phenylpentyl)-4-piperidinyl]phenyl}-2-methylpropanamide). The product is C(C)OC1=C(OC(CCCCN2CCC(CC2)C=2C=C(C=CC2)NC(C(C)C)=O)C2=CC=CC=C2)C=CC=C1 (N-(3-{1-[5-(2-ETHOXYPHENOXY)-5-PHENYLPENTYL]-4-PIPERIDINYL}PHENYL)-2-METHYLPROPANAMIDE). Reaction SMILES: [CH2:1]([O:3][C:4]1[CH:9]=[CH:8][CH:7]=[CH:6][C:5]=1[OH:10])[CH3:2].O[CH:12]([C:35]1[CH:40]=[CH:39][CH:38]=[CH:37][CH:36]=1)[CH2:13][CH2:14][CH2:15][CH2:16][N:17]1[CH2:22][CH2:21][CH:20]([C:23]2[CH:24]=[C:25]([NH:29][C:30](=[O:34])[CH:31]([CH3:33])[CH3:32])[CH:26]=[CH:27][CH:28]=2)[CH2:19][CH2:18]1>>[CH2:1]([O:3][C:4]1[CH:9]=[CH:8][CH:7]=[CH:6][C:5]=1[O:10][CH:12]([C:35]1[CH:36]=[CH:37][CH:38]=[CH:39][CH:40]=1)[CH2:13][CH2:14][CH2:15][CH2:16][N:17]1[CH2:22][CH2:21][CH:20]([C:23]2[CH:24]=[C:25]([NH:29][C:30](=[O:34])[CH:31]([CH3:33])[CH3:32])[CH:26]=[CH:27][CH:28]=2)[CH2:19][CH2:18]1)[CH3:2]. Procedure details: Prepared by Procedure A and Scheme AN using 2-ethoxyphenol and N-(3-[1-(5-hydroxy-5-phenylpentyl)-4-piperidinyl]phenyl}-2-methylpropanamide: ESMS m/e: 529.2 (M+H)+. Starting materials: 14, CNC1CCN(CC1)C(=O)OCC (ethyl 4-(methylamino)-1-piperidinecarboxylate), ClCC=CC1=CC=CC=C1 ((3-chloro-1-propenyl)benzene), C([O-])([O-])=O.[Na+].[Na+] (sodium carbonate), CC(CC(C)=O)C (4-methyl-2-pentanone). Run in O (water), O (water). The product is 23.4, C(C(=O)O)(=O)O.CN(C1CCN(CC1)C(=O)OCC)C\C=C\C1=CC=CC=C1 ((E)-ethyl 4-[methyl(3-phenyl-2-propenyl)amino]-1-piperidinecarboxylate ethanedioate). Reaction SMILES: [CH3:1][NH:2][CH:3]1[CH2:8][CH2:7][N:6]([C:9]([O:11][CH2:12][CH3:13])=[O:10])[CH2:5][CH2:4]1.Cl[CH2:15][CH:16]=[CH:17][C:18]1[CH:23]=[CH:22][CH:21]=[CH:20][CH:19]=1.[C:24](=[O:27])([O-:26])[O-].[Na+].[Na+].CC(C)CC(=O)C>O>[C:9]([OH:11])(=[O:10])[C:24]([OH:26])=[O:27].[CH3:1][N:2]([CH2:15]/[CH:16]=[CH:17]/[C:18]1[CH:23]=[CH:22][CH:21]=[CH:20][CH:19]=1)[CH:3]1[CH2:8][CH2:7][N:6]([C:9]([O:11][CH2:12][CH3:13])=[O:10])[CH2:5][CH2:4]1 |f:2.3.4,7.8|. Procedure: A mixture of 14 parts of ethyl 4-(methylamino)-1-piperidinecarboxylate, 13 parts of (3-chloro-1-propenyl)benzene, 26.5 parts of sodium carbonate and 240 parts of 4-methyl-2-pentanone was stirred and refluxed over week-end using a water separator. The reaction mixture was cooled, water was added and the layers were separated. The organic phase was dried, filtered and evaporated. The residue was converted into the ethanedioate salt in 2-propanol and 2-propanone. The salt was filtered off and dried... Yields the product C(C)(=O)NC=1C(=NC2=CC=C(C=C2C1C(=O)O)F)C1=CC=C(C=C1)C1=CC=CC=C1 (3-(Acetylamino)-2-[1,1'-biphenyl]-4-yl-6-fluoro-4-quinolinecarboxylic acid). As a reaction SMILES: [C:1]1([C:24]2[CH:29]=[CH:28][CH:27]=[CH:26][CH:25]=2)[CH:6]=[CH:5][C:4]([C:7]2[C:16]3[N:17]=[C:18]([CH3:22])[O:19][C:20](=[O:21])[C:15]=3[C:14]3[CH:13]=[C:12]([F:23])[CH:11]=[CH:10][C:9]=3[N:8]=2)=[CH:3][CH:2]=1.[OH2:30].[OH-].[Na+].Cl>O1CCCC1>[C:18]([NH:17][C:16]1[C:7]([C:4]2[CH:5]=[CH:6][C:1]([C:24]3[CH:25]=[CH:26][CH:27]=[CH:28][CH:29]=3)=[CH:2][CH:3]=2)=[N:8][C:9]2[C:14]([C:15]=1[C:20]([OH:30])=[O:21])=[CH:13][C:12]([F:23])=[CH:11][CH:10]=2)(=[O:19])[CH3:22] |f:2.3|. Starting materials: O (water), C1(=CC=C(C=C1)C1=NC=2C=CC(=CC2C2=C1N=C(OC2=O)C)F)C2=CC=CC=C2 (5-[1,1'-biphenyl]-4-yl-9-fluoro-3-methyl-1H-[1,3]oxazino[4,5-c]quinolin-1-one), O (water), [OH-].[Na+] (sodium hydroxide), Cl (hydrochloric acid). Reported procedure: A 1.8 g portion of 5-[1,1'-biphenyl]-4-yl-9-fluoro-3-methyl-1H-[1,3]oxazino[4,5-c]quinolin-1-one was dissolved in 50 ml of tetrahydrofuran. To this was added 10 ml of water containing 0.94 ml of 1N sodium hydroxide. This mixture was stirred for 4 hours, then poured into 500 ml of water and acidified to pH 4 with 3% aqueous hydrochloric acid. The resulting solid was collected, washed with water and dried at 110° C. in vacuo, giving 1.6 g of the desired product as a white solid mp 256°-259° C. Conditions: time 4 hour. Solvent: O1CCCC1 (tetrahydrofuran). Reactants: C(CC)C(CCCC(CO)NCC1=CC=CC=C1)CCC (6-propyl-2-benzylamino-1-nonanol), S(O)(O)(=O)=O (sulfuric acid), [OH-].[Na+] (NaOH), C1CO1 (ethylene oxide), OCCN(C(CO)CCCC(CCC)CCC)CC1=CC=CC=C1 (N-(2-hydroxyethyl)-6-propyl-2-benzylamino-1nonanol). The solvent is C(C)O (ethanol). Conditions: time 3 hour. The product is C(C1=CC=CC=C1)N1C(COCC1)CCCC(CCC)CCC (N-benzyl-3-(4-propylheptyl)morpholine). The yield is 93.0%. As a reaction SMILES: C(C(CCC)CCCC(NCC1C=CC=CC=1)CO)CC.C1OC1.O[CH2:26][CH2:27][N:28]([CH2:42][C:43]1[CH:48]=[CH:47][CH:46]=[CH:45][CH:44]=1)[CH:29]([CH2:32][CH2:33][CH2:34][CH:35]([CH2:39][CH2:40][CH3:41])[CH2:36][CH2:37][CH3:38])[CH2:30][OH:31].S(=O)(=O)(O)O.[OH-].[Na+]>C(O)C>[CH2:42]([N:28]1[CH2:27][CH2:26][O:31][CH2:30][CH:29]1[CH2:32][CH2:33][CH2:34][CH:35]([CH2:39][CH2:40][CH3:41])[CH2:36][CH2:37][CH3:38])[C:43]1[CH:48]=[CH:47][CH:46]=[CH:45][CH:44]=1 |f:4.5|. Reported procedure: 46.6 grams (0.16 mole) of 6-propyl-2-benzylamino-1-nonanol and 11 grams (0.20 moles) of ethylene oxide in 200 ml. 96% ethanol were kept at 100° C. in an autoclave with careful stirring for three hours. The reaction mixture was evaporated. 57 grams (100%) of GLC-unitary substance were obtained, viz. N-(2-hydroxyethyl)-6-propyl-2-benzylamino-1nonanol. Said 57 grams were dissolved in 450 ml. of 70% (w/w) sulfuric acid and kept in a glass autoclave at 140°-150° C. for 15 hours. The reaction mixture ... The reactants are C(CCCCCC(C)(C)C)(=O)[O-] (neodecanoate), C(C)C1=CC=C(C=C1)N1C(C=CC1=O)=O (N-(4-ethylphenyl)maleimide), C=C(C)C (isobutene). Solvent: C1(=CC=CC=C1)C (toluene). The product is C(C)C1=CC=C(C=C1)N1C(C=CC1=O)=O.C=C(C)C (N-(4-ethylphenyl)maleimide isobutene). As a reaction SMILES: C([O-])(=O)CCCC[CH2:6][C:7](C)([CH3:9])[CH3:8].[CH2:13]([C:15]1[CH:20]=[CH:19][C:18]([N:21]2[C:25](=[O:26])[CH:24]=[CH:23][C:22]2=[O:27])=[CH:17][CH:16]=1)[CH3:14].C=C(C)C>C1(C)C=CC=CC=1>[CH2:13]([C:15]1[CH:20]=[CH:19][C:18]([N:21]2[C:25](=[O:26])[CH:24]=[CH:23][C:22]2=[O:27])=[CH:17][CH:16]=1)[CH3:14].[CH2:6]=[C:7]([CH3:9])[CH3:8] |f:4.5|. Procedure details: In a one-liter autoclave were charged 400 ml of toluene as a polymerization solvent, 0.001 moles of perbutyl neodecanoate as a polymerization initiator, 0.42 moles of N-(4-ethylphenyl)maleimide, and 4.05 moles of isobutene, and the mixture was subjected to polymerization reaction under a polymerization condition at a polymerization temperature of 60° C. for a polymerization time of 5 hours, to obtain N-(4-ethylphenyl)maleimide-isobutene alternating copolymer. The thus obtained N-(4-ethylphenyl)m... Conditions: time 1 hour. Isolated yield 19.3%. Solvent: C(C)OCC (diethylether), C1CCOC1 (THF). Reactants: [H-].[H-].[H-].[H-].[Li+].[Al+3] (LiAlH4), CC1N(C(CN(C1)C1=NC=CC=N1)C)CCC[NH-] (3-[2,6-dimethyl-4-(2-pyrimidinyl)piperazin-1-yl]propylamide). Procedure details: 50 mg (1.54 mmol) of LiAlH4 were added to a solution of 0.2 g (0.77 mmol) of 3-[2,6-dimethyl-4-(2-pyrimidinyl)piperazin-1-yl]propylamide in 5 ml of diethylether and 5 ml of THF. The mixture was stirred one hour at room temperature and one additional hour at reflux, then the reaction was quenched by successive addition of 50 ul of water, 50 ul of 15% aqueous NaOH and 3×50 ul water. The mixture was diluted with diethyl ether, filtered, dried over MgSO4 and concentrated under reduced pressure. The ... Yields the product CC1N(C(CN(C1)C1=NC=CC=N1)C)CCCN (3-[2,6-Dimethyl-4-(2-pyrimidinyl)piperazin-1-yl]propylamine). Reaction SMILES: [H-].[H-].[H-].[H-].[Li+].[Al+3].[CH3:7][CH:8]1[CH2:13][N:12]([C:14]2[N:19]=[CH:18][CH:17]=[CH:16][N:15]=2)[CH2:11][CH:10]([CH3:20])[N:9]1[CH2:21][CH2:22][CH2:23][NH-:24]>C(OCC)C.C1COCC1>[CH3:7][CH:8]1[CH2:13][N:12]([C:14]2[N:15]=[CH:16][CH:17]=[CH:18][N:19]=2)[CH2:11][CH:10]([CH3:20])[N:9]1[CH2:21][CH2:22][CH2:23][NH2:24] |f:0.1.2.3.4.5|.